Dataset: the Open Reaction Database (ORD), a public repository of structured organic reaction records. Task: describe an organic reaction: reactants, conditions, products, and yield Solvent: C1CCOC1 (THF), CC(=O)O (AcOH). Reported procedure: A solution of methylamine (6.3 mL, 12.5 mmol) in THF was added to a suspension of 8-nitro-2-(3-(trifluoromethyl)phenyl)-4H-benzo[d][1,3]oxazin-4-one 3 (1.5 g, 4.2 mmol) in AcOH (18 mL). The reaction mixture was heated under gentle reflux for 12 h then cooled to room temperature. The volatiles were removed in vacuo and the residue was taken up in EtOAc, washed with sat. aq NaHCO3, brine, dried (MgSO4) and concentrated. The residue was purified by MPLC eluting with pentane/EtOAc (0-75%) to give 4 ... Reactants: CN (methylamine), [N+](=O)([O-])C1=CC=CC2=C1N=C(OC2=O)C2=CC(=CC=C2)C(F)(F)F (8-nitro-2-(3-(trifluoromethyl)phenyl)-4H-benzo[d][1,3]oxazin-4-one). The product is CN1C(=NC2=C(C=CC=C2C1=O)[N+](=O)[O-])C1=CC(=CC=C1)C(F)(F)F (3-methyl-8-nitro-2-(3-(trifluoromethyl)phenyl)quinazolin-4(3H)-one). RXN SMILES: [CH3:1][NH2:2].[N+:3]([C:6]1[C:11]2[N:12]=[C:13]([C:17]3[CH:22]=[CH:21][CH:20]=[C:19]([C:23]([F:26])([F:25])[F:24])[CH:18]=3)O[C:15](=[O:16])[C:10]=2[CH:9]=[CH:8][CH:7]=1)([O-:5])=[O:4]>C1COCC1.CC(O)=O>[CH3:1][N:2]1[C:15](=[O:16])[C:10]2[C:11](=[C:6]([N+:3]([O-:5])=[O:4])[CH:7]=[CH:8][CH:9]=2)[N:12]=[C:13]1[C:17]1[CH:22]=[CH:21][CH:20]=[C:19]([C:23]([F:26])([F:25])[F:24])[CH:18]=1. Yield: 88.6%.